From a dataset of the Open Reaction Database (ORD), a public repository of structured organic reaction records. describe an organic reaction: reactants, conditions, products, and yield The reactants are FC(C(=O)O)(F)F (trifluoroacetic acid), ClC1=C(C=C(C=C1)[C@]1(O)[C@H](O)[C@@H](O)[C@H](O)[C@H](O1)CO)CC1=CC=C(C=C1)OC1CCN(CC1)C(=O)OC(C)(C)C (1-chloro-4-(β-D-glucopyranos-1-yl)-2-[4-(1-tert-butlyoxycarbonylpiperidin-4-yloxy)-benzyl]-benzene), C([O-])([O-])=O.[K+].[K+] (potassium carbonate). Run in C(C)(=O)OCC (ethyl acetate), ClCCl (dichloromethane). Reaction conditions: time 1.5 hour. Yields the product ClC1=C(C=C(C=C1)[C@]1(O)[C@H](O)[C@@H](O)[C@H](O)[C@H](O1)CO)CC1=CC=C(C=C1)OC1CCNCC1 (1-chloro-4-(β-D-glucopyranos-1-yl)-2-[4-(piperdin-4-yloxy)-benzyl]-benzene). Reaction SMILES: FC(F)(F)C(O)=O.[Cl:8][C:9]1[CH:14]=[CH:13][C:12]([C@:15]2([O:24][C@H:23]([CH2:25][OH:26])[C@@H:21]([OH:22])[C@H:19]([OH:20])[C@H:17]2[OH:18])[OH:16])=[CH:11][C:10]=1[CH2:27][C:28]1[CH:33]=[CH:32][C:31]([O:34][CH:35]2[CH2:40][CH2:39][N:38](C(OC(C)(C)C)=O)[CH2:37][CH2:36]2)=[CH:30][CH:29]=1.C(=O)([O-])[O-].[K+].[K+]>ClCCl.C(OCC)(=O)C>[Cl:8][C:9]1[CH:14]=[CH:13][C:12]([C@:15]2([O:24][C@H:23]([CH2:25][OH:26])[C@@H:21]([OH:22])[C@H:19]([OH:20])[C@H:17]2[OH:18])[OH:16])=[CH:11][C:10]=1[CH2:27][C:28]1[CH:33]=[CH:32][C:31]([O:34][CH:35]2[CH2:40][CH2:39][NH:38][CH2:37][CH2:36]2)=[CH:30][CH:29]=1 |f:2.3.4|. Reported procedure: 2 ml trifluoroacetic acid are added to a solution of 0.19 g 1-chloro-4-(β-D-glucopyranos-1-yl)-2-[4-(1-tert-butlyoxycarbonylpiperidin-4-yloxy)-benzyl]-benzene in 4 ml dichloromethane. The solution is stirred for 1.5 h at ambient temperature and then diluted with ethyl acetate and made basic with aqueous potassium carbonate solution. The organic phase is separated off and the aqueous phase is extracted with ethyl acetate. The combined organic phases are dried over sodium sulphate and the solvent ... The solvent is C(C)C(=O)C (methyl ethyl ketone). The reactants are BrCCON=C(C(=O)OCC)C=1N=C(SC1)NC(C1=CC=CC=C1)(C1=CC=CC=C1)C1=CC=CC=C1 (ethyl 2-(2-bromoethoxyimino)-2-(2-tritylamino-4-thiazolyl)-acetate), [I-].[Na+] (sodium iodide). Procedure details: A mixture of 6 g of the syn isomer of ethyl 2-(2-bromoethoxyimino)-2-(2-tritylamino-4-thiazolyl)-acetate, 60 ml of methyl ethyl ketone and 2.141 g of sodium iodide was refluxed for 70 minutes and was then evaporated to dryness under reduced pressure. The residue was taken up in 120 ml of methylene chloride and the solution was washed 5 times with 40 ml of water. Each of the wash waters were reextracted with 2 ml of methylene chloride and the combined organic phase were dried and evaporated to dr... Yields the product ICCON=C(C(=O)OCC)C=1N=C(SC1)NC(C1=CC=CC=C1)(C1=CC=CC=C1)C1=CC=CC=C1 (ethyl 2-(2-iodoethoxyimino)-2-(2-tritylamino-4-thiazolyl)acetate). As a reaction SMILES: Br[CH2:2][CH2:3][O:4][N:5]=[C:6]([C:12]1[N:13]=[C:14]([NH:17][C:18]([C:31]2[CH:36]=[CH:35][CH:34]=[CH:33][CH:32]=2)([C:25]2[CH:30]=[CH:29][CH:28]=[CH:27][CH:26]=2)[C:19]2[CH:24]=[CH:23][CH:22]=[CH:21][CH:20]=2)[S:15][CH:16]=1)[C:7]([O:9][CH2:10][CH3:11])=[O:8].[I-:37].[Na+]>C(C(C)=O)C>[I:37][CH2:2][CH2:3][O:4][N:5]=[C:6]([C:12]1[N:13]=[C:14]([NH:17][C:18]([C:31]2[CH:36]=[CH:35][CH:34]=[CH:33][CH:32]=2)([C:25]2[CH:30]=[CH:29][CH:28]=[CH:27][CH:26]=2)[C:19]2[CH:24]=[CH:23][CH:22]=[CH:21][CH:20]=2)[S:15][CH:16]=1)[C:7]([O:9][CH2:10][CH3:11])=[O:8] |f:1.2|. Reactants: CCO, CCOC(=O)c1cc(C(F)(F)F)cn1Cc1cc(Cl)ccc1[N+](=O)[O-], Cl, Cl[Sn]Cl. Product: O=C1Nc2ccc(Cl)cc2Cn2cc(C(F)(F)F)cc21. As a reaction SMILES: [CH3:30][CH2:31][OH:32].[Cl:5][c:6]1[cH:7][cH:8][c:9]([N+:27]([O-:23])=[O:24])[c:10]([CH2:11][n:12]2[c:13]([C:21](=[O:22])[O:25][CH2:28][CH3:29])[cH:14][c:15]([C:17]([F:18])([F:19])[F:20])[cH:16]2)[cH:26]1.[ClH:4].[Sn:1]([Cl:2])[Cl:3]>>[Cl:5][c:6]1[cH:7][cH:8][c:9]2[c:10]([cH:26]1)[CH2:11][n:12]1[c:13]([cH:14][c:15]([C:17]([F:18])([F:19])[F:20])[cH:16]1)[C:21](=[O:22])[NH:27]2. The reactants are COC=1C=C(C=CC1OC)O (3,4-dimethoxyphenol), BrCCCC(=O)OCC (ethyl 4-bromo-butyrate), C([O-])([O-])=O.[K+].[K+] (potassium carbonate), [I-].[K+] (potassium iodide), ice water. The solvent is CN(C=O)C (N,N-dimethylformamide). Reaction conditions: time 15 hour. Product: COC=1C=C(C=CC1OC)OCCCC(=O)O (4-(3,4-dimethoxyphenyloxy)butyric acid). Isolated yield 80.2%. Reaction SMILES: [CH3:1][O:2][C:3]1[CH:4]=[C:5]([OH:11])[CH:6]=[CH:7][C:8]=1[O:9][CH3:10].Br[CH2:13][CH2:14][CH2:15][C:16]([O:18]CC)=[O:17].C(=O)([O-])[O-].[K+].[K+].[I-].[K+]>CN(C)C=O>[CH3:1][O:2][C:3]1[CH:4]=[C:5]([O:11][CH2:13][CH2:14][CH2:15][C:16]([OH:18])=[O:17])[CH:6]=[CH:7][C:8]=1[O:9][CH3:10] |f:2.3.4,5.6|. Procedure: A mixture of 3,4-dimethoxyphenol (10 g), ethyl 4-bromo-butyrate (15.2 g), anhydrous potassium carbonate (11.7 g), potassium iodide (1.5 g) and N,N-dimethylformamide (40 ml) is stirred for 15 hours at 60° to 70° C. The reaction mixture is poured into ice-water and extracted with ethyl acetate. The organic layer is washed with water, dried, and concentrated under reduced pressure. The residue is dissolved in methanol (30 ml), to the solution is added a 2.5N aqueous solution of sodium hydroxide (67... Reactants: O=C([O-])[O-], CCOC(=O)C=O, C1=COCC1, CC(C)[O-], CC(C)[O-], CC(C)[O-], CC(C)[O-], Cc1ccccc1, CC(C)O, [Cl-], [Cl-], [Cl-], [Cl-], ClCCl, [K+], [K+], O, [Ti+4], [Ti+4]. Product: CCOC(=O)C(O)C1CCOC1OC(C)C. RXN SMILES: [C:20](=[O:21])([O-:22])[O-:23].[C:4]([CH:5]=[O:6])(=[O:7])[O:8][CH2:9][CH3:10].[CH2:11]1[CH2:12][CH:13]=[CH:14][O:15]1.[CH3:32][CH:33]([CH3:34])[O-:35].[CH3:36][CH:37]([CH3:38])[O-:39].[CH3:40][CH:41]([CH3:42])[O-:43].[CH3:44][CH:45]([CH3:46])[O-:47].[CH3:49][c:50]1[cH:51][cH:52][cH:53][cH:54][cH:55]1.[CH:16]([CH3:17])([CH3:18])[OH:19].[Cl-:27].[Cl-:28].[Cl-:29].[Cl-:30].[Cl:1][CH2:2][Cl:3].[K+:24].[K+:25].[OH2:26].[Ti+4:31].[Ti+4:48]>>[C:4]([CH:5]([OH:6])[CH:13]1[CH2:12][CH2:11][O:15][CH:14]1[O:19][CH:16]([CH3:17])[CH3:18])(=[O:7])[O:8][CH2:9][CH3:10].